This data is from the Open Reaction Database (ORD), a public repository of structured organic reaction records. The task is: describe an organic reaction: reactants, conditions, products, and yield Starting materials: CCCC[N+](CCCC)(CCCC)CCCC, Cc1ccccc1, [F-], COc1ccc(CSC(C(=O)N2C(=O)OCC2c2ccccc2)C(Nc2ccc(F)cc2)c2ccc(OCC(=O)OC(C)(C)C)cc2)cc1. The product is COc1ccc(CSC2C(=O)N(c3ccc(F)cc3)C2c2ccc(OCC(=O)OC(C)(C)C)cc2)cc1. RXN SMILES: [CH3:51][CH2:52][CH2:53][CH2:54][N+:55]([CH2:56][CH2:57][CH2:58][CH3:59])([CH2:60][CH2:61][CH2:62][CH3:63])[CH2:64][CH2:65][CH2:66][CH3:67].[CH3:68][c:69]1[cH:70][cH:71][cH:72][cH:73][cH:74]1.[F-:50].[F:1][c:2]1[cH:3][cH:4][c:5]([NH:8][CH:9]([CH:10]([C:11]([N:12]2[CH:13]([c:14]3[cH:15][cH:16][cH:17][cH:18][cH:19]3)[CH2:20][O:21][C:22]2=[O:23])=[O:24])[S:25][CH2:26][c:27]2[cH:28][cH:29][c:30]([O:33][CH3:34])[cH:31][cH:32]2)[c:35]2[cH:36][cH:37][c:38]([O:39][CH2:40][C:41](=[O:42])[O:43][C:44]([CH3:45])([CH3:46])[CH3:47])[cH:48][cH:49]2)[cH:6][cH:7]1>>[F:1][c:2]1[cH:3][cH:4][c:5]([N:8]2[CH:9]([c:35]3[cH:36][cH:37][c:38]([O:39][CH2:40][C:41](=[O:42])[O:43][C:44]([CH3:45])([CH3:46])[CH3:47])[cH:48][cH:49]3)[CH:10]([S:25][CH2:26][c:27]3[cH:28][cH:29][c:30]([O:33][CH3:34])[cH:31][cH:32]3)[C:11]2=[O:24])[cH:6][cH:7]1. Reactants: O=C1CCC(CC1)C(=O)OCC (ethyl 4-oxocyclohexanecarboxylate), N1CCCC1 (pyrrolidine), enamine, C(C)OC=CC(C(F)(F)F)=O (4-ethoxy-1,1,1-trifluorobut-3-en-2-one), C(C)(=O)[O-].[NH4+] (ammonium acetate). Solvent: O (water), C1(=CC=CC=C1)C (toluene), O1CCOCC1 (1,4-dioxane), O1CCOCC1 (1,4-dioxane). Run at time 17 hour. Yields the product FC(C1=NC=2CCC(CC2C=C1)C(=O)OCC)(F)F (Ethyl 2-(trifluoromethyl)-5,6,7,8-tetrahydroquinoline-6-carboxylate). Isolated yield 27.3%. Reaction SMILES: O=[C:2]1[CH2:7][CH2:6][CH:5]([C:8]([O:10][CH2:11][CH3:12])=[O:9])[CH2:4][CH2:3]1.[NH:13]1CCCC1.C(O[CH:21]=[CH:22][C:23](=O)[C:24]([F:27])([F:26])[F:25])C.C([O-])(=O)C.[NH4+]>O1CCOCC1.O.C1(C)C=CC=CC=1>[F:25][C:24]([F:27])([F:26])[C:23]1[CH:22]=[CH:21][C:3]2[CH2:4][CH:5]([C:8]([O:10][CH2:11][CH3:12])=[O:9])[CH2:6][CH2:7][C:2]=2[N:13]=1 |f:3.4|. Reported procedure: A mixture of ethyl 4-oxocyclohexanecarboxylate (3.0 g, 17 mmol), pyrrolidine (3.6 mL, 43 mmol, 2.5 equiv.) and toluene (50 mL) was heated to reflux with azeotropic removal of water. After 17 h the reaction was judged complete, and the cooled mixture was concentrated. The residue was taken up in ether (100 mL), dried (MgSO4), filtered and concentrated to afford crude enamine as an oil (3.97 g). The crude enamine (assumed 17 mmol) was dissolved in 1,4-dioxane (50 mL), and the solution cooled to 10... The reactants are N[C@@H]1[C@@H](CN(CC1)C(=O)OC(C)(C)C)OCC(C)C (tert-Butyl cis(±)-4-amino-3-isobutoxypiperidine-1-carboxylate), C=1C=CC2=C(C1)N=NN2O (HOBt), ClC=1N=C(NC1CC)C(=O)O (4-chloro-5-ethyl-1H-imidazole-2-carboxylic acid), CCN=C=NCCCN(C)C.Cl (WSC hydrochloride). Run in ClCCl (dichloromethane), CC(=O)N(C)C (DMA). The product is ClC=1N=C(NC1CC)C(=O)N[C@@H]1[C@@H](CN(CC1)C(=O)OC(C)(C)C)OCC(C)C (tert-Butyl cis(±)-4-{[(4-chloro-5-ethyl-1H-imidazol-2-yl)carbonyl]amino}-3-isobutoxypiperidine-1-carboxylate). Isolated yield 86.7%. Reaction SMILES: [NH2:1][C@H:2]1[CH2:7][CH2:6][N:5]([C:8]([O:10][C:11]([CH3:14])([CH3:13])[CH3:12])=[O:9])[CH2:4][C@H:3]1[O:15][CH2:16][CH:17]([CH3:19])[CH3:18].[Cl:20][C:21]1[N:22]=[C:23]([C:28](O)=[O:29])[NH:24][C:25]=1[CH2:26][CH3:27].CCN=C=NCCCN(C)C.Cl.C1C=CC2N(O)N=NC=2C=1>ClCCl.CC(N(C)C)=O>[Cl:20][C:21]1[N:22]=[C:23]([C:28]([NH:1][C@H:2]2[CH2:7][CH2:6][N:5]([C:8]([O:10][C:11]([CH3:12])([CH3:13])[CH3:14])=[O:9])[CH2:4][C@H:3]2[O:15][CH2:16][CH:17]([CH3:19])[CH3:18])=[O:29])[NH:24][C:25]=1[CH2:26][CH3:27] |f:2.3|. Reported procedure: The same operation as in Example (106d) was performed using tert-butyl cis(±)-4-amino-3-isobutoxypiperidine-1-carboxylate obtained in Example (117d) (1.26 g, 4.6 mmol), 4-chloro-5-ethyl-1H-imidazole-2-carboxylic acid (85% content, 1.02 g, 5 mmol), WSC hydrochloride (2.88 g, 15 mmol), HOBt (1.01 g, 7.5 mmol), DMA (15 mL) and dichloromethane (15 mL). The resulting residue was purified by silica gel column chromatography (elution solvent: ethyl acetate/hexane=1/4, 2/3, 3/2, 4/1) to obtain 1.71 g of... The reactants are CC=1N(C=CN1)C1=CC=C(C=C1)C=1CCC(NN1)=O (4,5-dihydro-6-[4-(2-methyl-1H-imidazol-1-yl)phenyl]-3(2H)-pyridazinone), BrBr (bromine). Solvent: C(C)(=O)O (acetic acid). Yields the product CC=1N(C=CN1)C1=CC=C(C=C1)C=1C=CC(NN1)=O (6-[4-(2-methyl-1H-imidazol-1-yl)phenyl]-3(2H)-pyridazinone). RXN SMILES: [CH3:1][C:2]1[N:3]([C:7]2[CH:12]=[CH:11][C:10]([C:13]3[CH2:14][CH2:15][C:16](=[O:19])[NH:17][N:18]=3)=[CH:9][CH:8]=2)[CH:4]=[CH:5][N:6]=1.BrBr>C(O)(=O)C>[CH3:1][C:2]1[N:3]([C:7]2[CH:8]=[CH:9][C:10]([C:13]3[CH:14]=[CH:15][C:16](=[O:19])[NH:17][N:18]=3)=[CH:11][CH:12]=2)[CH:4]=[CH:5][N:6]=1. Procedure details: Similarly, reaction of 4,5-dihydro-6-[4-(2-methyl-1H-imidazol-1-yl)phenyl]-3(2H)-pyridazinone with bromine in acetic acid as described in this Example gives 6-[4-(2-methyl-1H-imidazol-1-yl)phenyl]-3(2H)-pyridazinone. The solvent is ClCCCl (1,2-DCE). Run at time 6 hour. Product: C(#N)C1=CC=C(C=C1)[C@@H]1CN(C[C@]12C(N(C(N2C)=O)C2=CC(=CC(=C2)Cl)Cl)=O)CC2=CC(=CS2)C(=O)O (5-[(5S,9R)-9-(4-Cyanophenyl)-3-(3,5-dichlorophenyl)-1-methyl-2,4-dioxo-1,3,7-triazaspiro[4.4]non-7-ylmethyl]-thiophene-3-carboxylic acid). Isolated yield 75.0%. Procedure details: To a solution of 4-[(5S,9R)-3-(3,5-Dichlorophenyl)-1-methyl-2,4-dioxo-1,3,7-triazaspiro[4.4]non-9-yl]-benzonitrile (0.1 g, 0.24 mmol) (Example 15a) in 1,2-DCE (4 mL) were sequentially added 5-Formyl-3-thiophenecarboxylic acid (0.045 g, 0.29 mmol) and sodium sulfate (150 mgs) under a nitrogen atmosphere at room temperature. The contents were stirred at room temperature for twenty hours and sodium triacetoxyborohydride (0.075 g, 0.336 mmol) was added. The reaction was allowed to continue at room t... Reactants: ClC=1C=C(C=C(C1)Cl)N1C(N([C@]2(C1=O)CNC[C@H]2C2=CC=C(C#N)C=C2)C)=O (4-[(5S,9R)-3-(3,5-Dichlorophenyl)-1-methyl-2,4-dioxo-1,3,7-triazaspiro[4.4]non-9-yl]-benzonitrile), C(C)(=O)O[BH-](OC(C)=O)OC(C)=O.[Na+] (sodium triacetoxyborohydride), C(=O)C1=CC(=CS1)C(=O)O (5-Formyl-3-thiophenecarboxylic acid), S(=O)(=O)([O-])[O-].[Na+].[Na+] (sodium sulfate). RXN SMILES: [Cl:1][C:2]1[CH:3]=[C:4]([N:9]2[C:13](=[O:14])[C@@:12]3([C@H:18]([C:19]4[CH:26]=[CH:25][C:22]([C:23]#[N:24])=[CH:21][CH:20]=4)[CH2:17][NH:16][CH2:15]3)[N:11]([CH3:27])[C:10]2=[O:28])[CH:5]=[C:6]([Cl:8])[CH:7]=1.[CH:29]([C:31]1[S:35][CH:34]=[C:33]([C:36]([OH:38])=[O:37])[CH:32]=1)=O.S([O-])([O-])(=O)=O.[Na+].[Na+].C(O[BH-](OC(=O)C)OC(=O)C)(=O)C.[Na+]>ClCCCl>[C:23]([C:22]1[CH:21]=[CH:20][C:19]([C@H:18]2[C@:12]3([N:11]([CH3:27])[C:10](=[O:28])[N:9]([C:4]4[CH:5]=[C:6]([Cl:8])[CH:7]=[C:2]([Cl:1])[CH:3]=4)[C:13]3=[O:14])[CH2:15][N:16]([CH2:29][C:31]3[S:35][CH:34]=[C:33]([C:36]([OH:38])=[O:37])[CH:32]=3)[CH2:17]2)=[CH:26][CH:25]=1)#[N:24] |f:2.3.4,5.6|.